This data is from the Open Reaction Database (ORD), a public repository of structured organic reaction records. The task is: describe an organic reaction: reactants, conditions, products, and yield Yields the product CC(C)C(COCc1ccccc1)CC(CO)NC(=O)OC(C)(C)C. Starting materials: [BH4-], COC(=O)CC(CC(COCc1ccccc1)C(C)C)NC(=O)OC(C)(C)C, CO, [Li+], C1CCOC1. As a reaction SMILES: [BH4-:29].[CH2:1]([c:2]1[cH:3][cH:4][cH:5][cH:6][cH:7]1)[O:8][CH2:9][CH:10]([CH2:11][CH:12]([CH2:13][C:14]([O:15][CH3:16])=[O:17])[NH:18][C:19](=[O:20])[O:21][C:22]([CH3:23])([CH3:24])[CH3:25])[CH:26]([CH3:27])[CH3:28].[CH3:31][OH:32].[Li+:30].[O:33]1[CH2:34][CH2:35][CH2:36][CH2:37]1>>[CH2:1]([c:2]1[cH:3][cH:4][cH:5][cH:6][cH:7]1)[O:8][CH2:9][CH:10]([CH2:11][CH:12]([CH2:13][OH:32])[NH:18][C:19](=[O:20])[O:21][C:22]([CH3:23])([CH3:24])[CH3:25])[CH:26]([CH3:27])[CH3:28]. The reactants are C(C1=CC=CC=C1)OC1=C(C=C(C=C1)CC#N)[N+](=O)[O-] ((4-benzyloxy-3-nitrophenyl)acetonitrile), [H][H] (hydrogen). Reagents/catalysts: [Ni] (Raney nickel). Solvent: CO (methanol). The product is NC=1C=C(C=CC1OCC1=CC=CC=C1)CC#N ((3-amino-4-benzyloxyphenyl)acetonitrile). The yield is 76.7%. Reaction SMILES: [CH2:1]([O:8][C:9]1[CH:14]=[CH:13][C:12]([CH2:15][C:16]#[N:17])=[CH:11][C:10]=1[N+:18]([O-])=O)[C:2]1[CH:7]=[CH:6][CH:5]=[CH:4][CH:3]=1.[H][H]>[Ni].CO>[NH2:18][C:10]1[CH:11]=[C:12]([CH2:15][C:16]#[N:17])[CH:13]=[CH:14][C:9]=1[O:8][CH2:1][C:2]1[CH:7]=[CH:6][CH:5]=[CH:4][CH:3]=1. Reported procedure: In the presence of Raney nickel, 53.6 g of (4-benzyloxy-3-nitrophenyl)acetonitrile in 1.2 1 of methanol is hydrogenated until 12.2 1 of hydrogen has been absorbed. The crude product obtained after removing the catalyst by filtration and after evaporation is purified by chromatography on silica gel with cyclohexane/ethyl acetate (1:1), thus obtaining 36.5 g of (3-amino-4-benzyloxyphenyl)acetonitrile as an oil.